This data is from the Open Reaction Database (ORD), a public repository of structured organic reaction records. The task is: describe an organic reaction: reactants, conditions, products, and yield Product: Cl.N[C@@H](CC1=CC=CC=C1)C(=O)N[C@@H](C)C(=O)N(C)C1=C(C=C(C=C1)Cl)C(C1=CC=CC=C1)=O (L-phenylalanyl-N-(2-benzoyl-4-chlorophenyl)-N-methyl-L-alaninamide hydrochloride). RXN SMILES: [NH2:1][C@H:2]([C:10]([NH:12][C@H:13]([C:15]([N:17]([C:19]1[CH:24]=[CH:23][C:22]([Cl:25])=[CH:21][C:20]=1[C:26](=[O:33])[C:27]1[CH:32]=[CH:31][CH:30]=[CH:29][CH:28]=1)[CH3:18])=[O:16])[CH3:14])=[O:11])[CH2:3][C:4]1[CH:9]=[CH:8][CH:7]=[CH:6][CH:5]=1>CO>[ClH:25].[NH2:1][C@H:2]([C:10]([NH:12][C@H:13]([C:15]([N:17]([C:19]1[CH:24]=[CH:23][C:22]([Cl:25])=[CH:21][C:20]=1[C:26](=[O:33])[C:27]1[CH:32]=[CH:31][CH:30]=[CH:29][CH:28]=1)[CH3:18])=[O:16])[CH3:14])=[O:11])[CH2:3][C:4]1[CH:9]=[CH:8][CH:7]=[CH:6][CH:5]=1 |f:2.3|. Solvent: CO (methanol). Procedure: 0.5 g of L-phenylalanyl-N-(2-benzoyl-4-chlorophenyl)-N-methyl-L-alaninamide was dissolved in a minimum amount of methanol at room temperature and treated, by titration, with an exact equivalent of 1-N-hydrochloric acid. The solvent was removed from the resulting solution by evaporation in vacuo at room temperature and finally by lyophilisation to give, in quantitative yield, L-phenylalanyl-N-(2-benzoyl-4-chlorophenyl)-N-methyl-L-alaninamide hydrochloride as a white hygroscopic light-sensitive am... The reactants are N[C@@H](CC1=CC=CC=C1)C(=O)N[C@@H](C)C(=O)N(C)C1=C(C=C(C=C1)Cl)C(C1=CC=CC=C1)=O (L-phenylalanyl-N-(2-benzoyl-4-chlorophenyl)-N-methyl-L-alaninamide), 1-N-hydrochloric acid. Starting materials: C[Si](C)(C)C#CC=1C(=C(C(NC1)=O)[N+](=O)[O-])C (5-trimethylsilylethynyl-4-methyl-3-nitro-2-pyridone), [F-] (fluoride). Run in C(C)(=O)OCC (ethyl acetate), C1CCOC1 (THF). Product: C(#C)C=1C(=C(C(NC1)=O)[N+](=O)[O-])C (5-ethynyl-4-methyl-3-nitro-2-pyridone). Isolated yield 37.4%. RXN SMILES: C[Si]([C:5]#[C:6][C:7]1[C:8]([CH3:17])=[C:9]([N+:14]([O-:16])=[O:15])[C:10](=[O:13])[NH:11][CH:12]=1)(C)C.[F-]>C1COCC1.C(OCC)(=O)C>[C:6]([C:7]1[C:8]([CH3:17])=[C:9]([N+:14]([O-:16])=[O:15])[C:10](=[O:13])[NH:11][CH:12]=1)#[CH:5]. Reported procedure: To a stirred solution of 5-trimethylsilylethynyl-4-methyl-3-nitro-2-pyridone (1.0 g, 2.7 mmol) in THF (10 mL) was added tetrabutylammoniun fluoride (1M in THF, 2 mL). After 30 minutes the mixture was diluted with ethyl acetate, washed with water, dried, filtered and evaporated. Chromatography of the residue over silica gel (40% ethyl acetate/hexane) gave 5-ethynyl-4-methyl-3-nitro-2-pyridone (0.18 g, 22%). Run in O1CCCC1 (tetrahydrofuran), O1CCCC1 (tetrahydrofuran), O1CCCC1 (tetrahydrofuran), O1CCCC1 (tetrahydrofuran). Reaction SMILES: [Cl-].[Li+].C(OP([CH:11]([CH2:17][CH2:18][O:19][CH:20]1[CH2:25][CH2:24][CH2:23][CH2:22][O:21]1)[C:12]([O:14][CH2:15][CH3:16])=[O:13])(OCC)=O)C.C1(C2CCCCCCCCCC=2)CCCCCCCCNN=1.[CH2:48]([O:55][C:56]([N:58]1[C@@H:62]([CH2:63][CH:64]([CH3:66])[CH3:65])[C@H:61]([CH:67]=O)[O:60][C:59]1([CH3:70])[CH3:69])=[O:57])[C:49]1[CH:54]=[CH:53][CH:52]=[CH:51][CH:50]=1.Cl>O1CCCC1>[CH2:48]([O:55][C:56]([N:58]1[C@@H:62]([CH2:63][CH:64]([CH3:65])[CH3:66])[C@H:61]([CH:67]=[C:11]([CH2:17][CH2:18][O:19][CH:20]2[CH2:25][CH2:24][CH2:23][CH2:22][O:21]2)[C:12]([O:14][CH2:15][CH3:16])=[O:13])[O:60][C:59]1([CH3:69])[CH3:70])=[O:57])[C:49]1[CH:50]=[CH:51][CH:52]=[CH:53][CH:54]=1 |f:0.1|. Reactants: C(C1=CC=CC=C1)OC(=O)N1C(O[C@H]([C@@H]1CC(C)C)C=O)(C)C ((4S,5R)-3-benzyloxycarbonyl-2,2-dimethyl-5-formyl-4-isobutyloxazolidine), [Cl-].[Li+] (lithium chloride), Cl (hydrochloric acid), C(C)OP(=O)(OCC)C(C(=O)OCC)CCOC1OCCCC1 (ethyl 2-diethylphosphono-4-(2-tetrahydropyranyloxy)butanoate), C1(=NNCCCCCCCC1)C1=CCCCCCCCCC1 (diazabicycloundecene). Reported procedure: 79.6 mg of lithium chloride was suspended in 5 ml of dry tetrahydrofuran under an argon atmosphere. Then, a solution prepared by dissolving 670 mg of ethyl 2-diethylphosphono-4-(2-tetrahydropyranyloxy)butanoate in 0.6 ml of dry tetrahydrofuran, was added thereto under stirring. The mixture was stirred for 5 minutes at room temperature, and then 1.75 ml of a 20% dry tetrahydrofuran solution of diazabicycloundecene was added thereto. The mixture was stirred for 10 minutes at room temperature. Then... The yield is 67.1%. The product is C(C1=CC=CC=C1)OC(=O)N1C(O[C@H]([C@@H]1CC(C)C)C=C(C(=O)OCC)CCOC1OCCCC1)(C)C (ethyl 3-[(4S,5S)-3-benzyloxycarbonyl-2,2-dimethyl-4-isobutyloxazolidin-5-yl]-2-[2-(2-tetrahydropyranyloxy)ethyl]- 2-propenoate). Starting materials: CS(C)=O, Oc1cc(Cl)c(Cl)cc1Cl, O=[N+]([O-])c1ccc(Cl)c(Cl)c1Oc1ccccc1, [Na+], [OH-]. The product is O=[N+]([O-])c1ccc(Oc2cc(Cl)c(Cl)cc2Cl)c(Cl)c1Oc1ccccc1. As a reaction SMILES: [CH3:31][S:32]([CH3:33])=[O:34].[Cl:19][c:20]1[c:21]([OH:28])[cH:22][c:23]([Cl:27])[c:24]([Cl:26])[cH:25]1.[Cl:1][c:2]1[c:3]([O:12][c:13]2[cH:14][cH:15][cH:16][cH:17][cH:18]2)[c:4]([N+:9](=[O:10])[O-:11])[cH:5][cH:6][c:7]1[Cl:8].[Na+:30].[OH-:29]>>[Cl:1][c:2]1[c:3]([O:12][c:13]2[cH:14][cH:15][cH:16][cH:17][cH:18]2)[c:4]([N+:9](=[O:10])[O-:11])[cH:5][cH:6][c:7]1[O:28][c:21]1[c:20]([Cl:19])[cH:25][c:24]([Cl:26])[c:23]([Cl:27])[cH:22]1. Reactants: CS(=O)(=O)C=1OC(=NN1)C=1C=CC2=C(C(=CO2)C2=CC=C(C=C2)OC(F)(F)F)C1 (2-(methylsulfonyl)-5-[3-[4-(trifluoromethoxy)phenyl]-1-benzofuran-5-yl]-1,3,4-oxadiazole), N1CCNCC1 (piperazine). The product is FC(OC1=CC=C(C=C1)C1=COC2=C1C=C(C=C2)C2=NN=C(O2)N2CCNCC2)(F)F (1-[5-[3-[4-(trifluoromethoxy)phenyl]-1-benzofuran-5-yl]-1,3,4-oxadiazol-2-yl]piperazine). The yield is 20.0%. Reaction SMILES: CS([C:5]1[O:6][C:7]([C:10]2[CH:11]=[CH:12][C:13]3[O:17][CH:16]=[C:15]([C:18]4[CH:23]=[CH:22][C:21]([O:24][C:25]([F:28])([F:27])[F:26])=[CH:20][CH:19]=4)[C:14]=3[CH:29]=2)=[N:8][N:9]=1)(=O)=O.[NH:30]1[CH2:35][CH2:34][NH:33][CH2:32][CH2:31]1>>[F:26][C:25]([F:28])([F:27])[O:24][C:21]1[CH:22]=[CH:23][C:18]([C:15]2[C:14]3[CH:29]=[C:10]([C:7]4[O:6][C:5]([N:30]5[CH2:35][CH2:34][NH:33][CH2:32][CH2:31]5)=[N:9][N:8]=4)[CH:11]=[CH:12][C:13]=3[O:17][CH:16]=2)=[CH:19][CH:20]=1. Procedure: In the same manner as in Example 110 and using 2-(methylsulfonyl)-5-[3-[4-(trifluoromethoxy)phenyl]-1-benzofuran-5-yl]-1,3,4-oxadiazole instead of 2-(2,3-dihydro-1-benzofuran-5-yl)-5-(methylsulfonyl)-1,3,4-oxadiazole and using piperazine instead of 3-fluorobenzylalcohol, the title compound (yield 20%) was obtained as colorless crystals. Reactants: ClC1=CC=C(C(=O)NC2=CC=C(C=C2)OC)C=C1 (4-chloro-N-(4-methoxyphenyl)-benzamide), [I-].[Na+] (sodium iodide), [H-].[Na+] (sodium hydride), COC(CCCCCCCCCCBr)=O (11-bromoundecanoic acid methyl ester). Run in CN(C=O)C (dimethylformamide). The product is COC(CCCCCCCCCCN(C(C1=CC=C(C=C1)Cl)=O)C1=CC=C(C=C1)OC)=O (11-[4-Chloro-N-(4-methoxyphenyl)-benzamido]-undecanoic acid methyl ester). Reaction SMILES: [Cl:1][C:2]1[CH:18]=[CH:17][C:5]([C:6]([NH:8][C:9]2[CH:14]=[CH:13][C:12]([O:15][CH3:16])=[CH:11][CH:10]=2)=[O:7])=[CH:4][CH:3]=1.[H-].[Na+].[CH3:21][O:22][C:23](=[O:35])[CH2:24][CH2:25][CH2:26][CH2:27][CH2:28][CH2:29][CH2:30][CH2:31][CH2:32][CH2:33]Br.[I-].[Na+]>CN(C)C=O>[CH3:21][O:22][C:23](=[O:35])[CH2:24][CH2:25][CH2:26][CH2:27][CH2:28][CH2:29][CH2:30][CH2:31][CH2:32][CH2:33][N:8]([C:9]1[CH:14]=[CH:13][C:12]([O:15][CH3:16])=[CH:11][CH:10]=1)[C:6](=[O:7])[C:5]1[CH:17]=[CH:18][C:2]([Cl:1])=[CH:3][CH:4]=1 |f:1.2,4.5|. Procedure details: As described in example 1(a), the reaction is carried out with 28.7 g (0.11 mol) of 4-chloro-N-(4-methoxyphenyl)-benzamide, 4.5 g (0.18 mol) of sodium hydride, 36.7 g (0.13 mol) of 11-bromoundecanoic acid methyl ester, 100 cc. of dimethylformamide and 3 g (0.02 mol) of sodium iodide. Reaction time: 5 hours, reaction temperature: 80° C. The crude product is used in the next step without further purification. The reactants are COC(=O)c1ccccc1CBr, CCO, [K+], [OH-], O=C(O)Cc1ccc(O)cc1. The product is COC(=O)c1ccccc1COc1ccc(CC(=O)O)cc1. Reaction SMILES: [CH3:14][O:15][C:16]([c:17]1[c:18]([CH2:23][Br:24])[cH:19][cH:20][cH:21][cH:22]1)=[O:25].[CH3:26][CH2:27][OH:28].[K+:13].[OH-:12].[OH:1][C:2](=[O:3])[CH2:4][c:5]1[cH:6][cH:7][c:8]([OH:9])[cH:10][cH:11]1>>[OH:1][C:2](=[O:3])[CH2:4][c:5]1[cH:6][cH:7][c:8]([O:9][CH2:23][c:18]2[c:17]([C:16]([O:15][CH3:14])=[O:25])[cH:22][cH:21][cH:20][cH:19]2)[cH:10][cH:11]1.